This data is from the Open Reaction Database (ORD), a public repository of structured organic reaction records. The task is: describe an organic reaction: reactants, conditions, products, and yield Starting materials: Brc1ccccc1, OB(O)c1ccco1. The product is c1ccc(-c2ccco2)cc1. RXN SMILES: [Br:1][c:2]1[cH:3][cH:4][cH:5][cH:6][cH:7]1.[o:8]1[c:9]([B:13]([OH:14])[OH:15])[cH:10][cH:11][cH:12]1>>[c:2]1(-[c:9]2[o:8][cH:12][cH:11][cH:10]2)[cH:3][cH:4][cH:5][cH:6][cH:7]1. The reactants are O=C(O)Cc1cc(F)cc(F)c1, CN1C(=O)C(NC(=O)C(N)C(C)(C)C)N=C(c2ccccc2)c2ccccc21. Yields the product CN1C(=O)C(NC(=O)C(NC(=O)Cc2cc(F)cc(F)c2)C(C)(C)C)N=C(c2ccccc2)c2ccccc21. As a reaction SMILES: [F:1][c:2]1[cH:3][c:4]([CH2:9][C:10](=[O:11])[OH:12])[cH:5][c:6]([F:8])[cH:7]1.[NH2:13][CH:14]([C:15]([CH3:16])([CH3:17])[CH3:18])[C:19](=[O:20])[NH:21][CH:22]1[C:23](=[O:40])[N:24]([CH3:39])[c:25]2[c:26]([cH:35][cH:36][cH:37][cH:38]2)[C:27]([c:29]2[cH:30][cH:31][cH:32][cH:33][cH:34]2)=[N:28]1>>[F:1][c:2]1[cH:3][c:4]([CH2:9][C:10](=[O:12])[NH:13][CH:14]([C:15]([CH3:16])([CH3:17])[CH3:18])[C:19](=[O:20])[NH:21][CH:22]2[C:23](=[O:40])[N:24]([CH3:39])[c:25]3[c:26]([cH:35][cH:36][cH:37][cH:38]3)[C:27]([c:29]3[cH:30][cH:31][cH:32][cH:33][cH:34]3)=[N:28]2)[cH:5][c:6]([F:8])[cH:7]1. Run at time 2 hour. Product: COC1=C2CCCC2=C(C=C1)OC (4,7-Dimethoxy indane). Reaction SMILES: [CH3:1][O:2][C:3]1[CH:11]=[CH:10][C:9]([O:12][CH3:13])=[C:8]2[C:4]=1[CH2:5][CH2:6][C:7]2=O.C([SiH](CC)CC)C>FC(F)(F)C(O)=O>[CH3:13][O:12][C:9]1[CH:10]=[CH:11][C:3]([O:2][CH3:1])=[C:4]2[C:8]=1[CH2:7][CH2:6][CH2:5]2. The reactants are COC1=C2CCC(C2=C(C=C1)OC)=O (4,7-Dimethoxyindan-1-one), C(C)[SiH](CC)CC (Triethyl silane). Procedure: To the cooled and stirred suspension of 4,7-Dimethoxyindan-1-one (35 gm, 0.182 mole) in Triethyl silane (105.7 gm, 0.909 mole), added Trifluoroacetic acid (350 ml) at 10-15° C. The stirring was continued at room temperature for 2 hours and quenched into the water. It was extracted with Ethyl acetate. The Ethyl acetate layer was washed with Sodium bicarbonate solution, dried over Sodium sulphate and evaporated to give crude mass which was purified by column chouromatography using 5% Ethyl acetate... The solvent is FC(C(=O)O)(F)F (Trifluoroacetic acid). Reactants: COC=1C=C(CC2NCCC3=CC(=C(C=C23)OC)OC)C=CC1OC (1-(3,4-Dimethoxy-benzyl)-6,7-dimethoxy-1,2,3,4-tetrahydroisoquinoline), BrCC(=O)Br (2-bromoacetyl bromide), FC1=C(CN)C=C(C=C1)F (2,5-difluorobenzylamine). The product is COC=1C=C(CC2N(CCC3=CC(=C(C=C23)OC)OC)CC(=O)NCC2=C(C=CC(=C2)F)F)C=CC1OC (2-[1-(3,4-Dimethoxy-benzyl)-6,7-dimethoxy-3,4-dihydro-1H-isoquinolin-2-yl]-N-(2,5-difluoro-benzyl)-acetamide). As a reaction SMILES: [CH3:1][O:2][C:3]1[CH:4]=[C:5]([CH:21]=[CH:22][C:23]=1[O:24][CH3:25])[CH2:6][CH:7]1[C:16]2[C:11](=[CH:12][C:13]([O:19][CH3:20])=[C:14]([O:17][CH3:18])[CH:15]=2)[CH2:10][CH2:9][NH:8]1.Br[CH2:27][C:28](Br)=[O:29].[F:31][C:32]1[CH:39]=[CH:38][C:37]([F:40])=[CH:36][C:33]=1[CH2:34][NH2:35]>>[CH3:1][O:2][C:3]1[CH:4]=[C:5]([CH:21]=[CH:22][C:23]=1[O:24][CH3:25])[CH2:6][CH:7]1[C:16]2[C:11](=[CH:12][C:13]([O:19][CH3:20])=[C:14]([O:17][CH3:18])[CH:15]=2)[CH2:10][CH2:9][N:8]1[CH2:27][C:28]([NH:35][CH2:34][C:33]1[CH:36]=[C:37]([F:40])[CH:38]=[CH:39][C:32]=1[F:31])=[O:29]. Procedure: prepared by reaction of 1-(3,4-Dimethoxy-benzyl)-6,7-dimethoxy-1,2,3,4-tetrahydroisoquinoline and 2-bromoacetyl bromide with 2,5-difluorobenzylamine Reactants: CC(=O)CC(C)=O, CC(=O)[O-], CO, Cl, Nc1cccc2c1OC(F)(F)O2, O=N[O-], [Na+], [Na+], O. Product: CC(=O)C(=NNc1cccc2c1OC(F)(F)O2)C(C)=O. RXN SMILES: [CH3:18][C:19]([CH2:20][C:21]([CH3:22])=[O:23])=[O:24].[CH3:26][C:27](=[O:28])[O-:29].[CH3:31][OH:32].[ClH:17].[F:5][C:6]1([F:16])[O:7][c:8]2[c:9]([cH:11][cH:12][cH:13][c:14]2[NH2:15])[O:10]1.[N:1]([O-:2])=[O:3].[Na+:25].[Na+:4].[OH2:30]>>[N:1]([NH:15][c:14]1[c:8]2[c:9]([cH:11][cH:12][cH:13]1)[O:10][C:6]([F:5])([F:16])[O:7]2)=[C:20]([C:19]([CH3:18])=[O:24])[C:21]([CH3:22])=[O:23].